Task: describe an organic reaction: reactants, conditions, products, and yield. Dataset: the Open Reaction Database (ORD), a public repository of structured organic reaction records The reactants are CCCC[SnH](CCCC)CCCC, [Li]CCCC, CC(C)NC(C)C, CC(C)(CC=O)c1ccc(F)cc1, C1CCOC1. The product is CCCC[Sn](CCCC)(CCCC)C(O)CC(C)(C)c1ccc(F)cc1. As a reaction SMILES: [CH2:13]([CH2:14][CH2:15][CH3:16])[SnH:17]([CH2:18][CH2:19][CH2:20][CH3:21])[CH2:22][CH2:23][CH2:24][CH3:25].[CH2:8]([Li:9])[CH2:10][CH2:11][CH3:12].[CH:1]([NH:2][CH:3]([CH3:4])[CH3:5])([CH3:6])[CH3:7].[F:26][c:27]1[cH:28][cH:29][c:30]([C:33]([CH2:34][CH:35]=[O:36])([CH3:37])[CH3:38])[cH:31][cH:32]1.[O:39]1[CH2:40][CH2:41][CH2:42][CH2:43]1>>[CH2:13]([CH2:14][CH2:15][CH3:16])[Sn:17]([CH2:18][CH2:19][CH2:20][CH3:21])([CH2:22][CH2:23][CH2:24][CH3:25])[CH:35]([CH2:34][C:33]([c:30]1[cH:29][cH:28][c:27]([F:26])[cH:32][cH:31]1)([CH3:37])[CH3:38])[OH:36]. Starting materials: C(=O)C(CCCC)NC([C@@H](NC(C)=O)CC(C)C)=O (N-acetyl-L-leucine-(1-formyl)pentylamide), [Cl-].O[NH3+] (hydroxyammonium chloride), N1=CC=CC=C1 (pyridine). The solvent is C(C)O (ethanol). Product: ON=CN(C([C@@H](NC(C)=O)CC(C)C)=O)CCCCC (N-Acetyl-L-leucine-(1-hydroxyiminomethyl)pentylamide). RXN SMILES: C([CH:3]([NH:8][C:9](=[O:19])[C@H:10]([CH2:15][CH:16]([CH3:18])[CH3:17])[NH:11][C:12](=[O:14])[CH3:13])[CH2:4][CH2:5][CH2:6][CH3:7])=O.[Cl-].[OH:21][NH3+].[N:23]1[CH:28]=CC=CC=1>C(O)C>[OH:21][N:23]=[CH:28][N:8]([CH2:3][CH2:4][CH2:5][CH2:6][CH3:7])[C:9](=[O:19])[C@H:10]([CH2:15][CH:16]([CH3:17])[CH3:18])[NH:11][C:12](=[O:14])[CH3:13] |f:1.2|. Procedure: In 30 ml of ethanol was dissolved 750 mg of N-acetyl-L-leucine-(1-formyl)pentylamide obtained in the same manner as in Example 16-(c), and 210 mg of hydroxyammonium chloride and 5 ml of pyridine were added thereto. The mixture was allowed to react at room temperature for 24 hours. After completion of the reaction, the reaction mixture was washed with a saturated brine and dried over anhydrous sodium sulfate. The solvent was removed by distillation under reduced pressure, and the residue was puri... Starting materials: O=C(CNC(=O)c1cccc(C(F)(F)F)c1)NC1CNC1, O=C1CCC(c2cc(O)ccn2)CC1. The product is O=C(CNC(=O)c1cccc(C(F)(F)F)c1)NC1CN(C2CCC(c3cc(O)ccn3)CC2)C1. RXN SMILES: [NH:15]1[CH2:16][CH:17]([NH:19][C:20](=[O:21])[CH2:22][NH:23][C:24]([c:25]2[cH:26][c:27]([C:31]([F:32])([F:33])[F:34])[cH:28][cH:29][cH:30]2)=[O:35])[CH2:18]1.[OH:1][c:2]1[cH:3][c:4]([CH:8]2[CH2:9][CH2:10][C:11](=[O:14])[CH2:12][CH2:13]2)[n:5][cH:6][cH:7]1>>[OH:1][c:2]1[cH:3][c:4]([CH:8]2[CH2:9][CH2:10][CH:11]([N:15]3[CH2:16][CH:17]([NH:19][C:20](=[O:21])[CH2:22][NH:23][C:24]([c:25]4[cH:26][c:27]([C:31]([F:32])([F:33])[F:34])[cH:28][cH:29][cH:30]4)=[O:35])[CH2:18]3)[CH2:12][CH2:13]2)[n:5][cH:6][cH:7]1. Reactants: [Al+3], CC1(C)C(=O)Nc2ccccc21, [Cl-], [Cl-], [Cl-], O=C(Cl)CCl, S=C=S. Yields the product CC1(C)C(=O)Nc2ccc(C(=O)CCl)cc21. As a reaction SMILES: [Al+3:2].[CH3:10][C:11]1([CH3:21])[C:12](=[O:20])[NH:13][c:14]2[cH:15][cH:16][cH:17][cH:18][c:19]21.[Cl-:1].[Cl-:3].[Cl-:4].[Cl:5][CH2:6][C:7](=[O:8])[Cl:9].[S:22]=[C:23]=[S:24]>>[Cl:5][CH2:6][C:7](=[O:8])[c:17]1[cH:16][cH:15][c:14]2[c:19]([cH:18]1)[C:11]([CH3:10])([CH3:21])[C:12](=[O:20])[NH:13]2. Starting materials: COC(=O)c1cc(Br)cc2c1OC(c1ccccc1)(c1ccccc1)O2, Brc1nc2ccccc2s1, [K+], [K+], [K+], CC(=O)[O-], O=C([O-])[O-], c1ccc(P(c2ccccc2)(c2ccccc2)[Pd](P(c2ccccc2)(c2ccccc2)c2ccccc2)(P(c2ccccc2)(c2ccccc2)c2ccccc2)P(c2ccccc2)(c2ccccc2)c2ccccc2)cc1. The product is COC(=O)c1cc(-c2nc3ccccc3s2)cc2c1OC(c1ccccc1)(c1ccccc1)O2. RXN SMILES: [Br:1][c:2]1[cH:3][c:4]([C:23](=[O:24])[O:25][CH3:26])[c:5]2[c:6]([cH:22]1)[O:7][C:8]([c:10]1[cH:11][cH:12][cH:13][cH:14][cH:15]1)([c:16]1[cH:17][cH:18][cH:19][cH:20][cH:21]1)[O:9]2.[Br:32][c:33]1[s:34][c:35]2[c:36]([n:37]1)[cH:38][cH:39][cH:40][cH:41]2.[K+:31].[K+:42].[K+:43].[O-:27][C:28]([CH3:29])=[O:30].[O-:44][C:45]([O-:46])=[O:47].[cH:48]1[cH:49][cH:50][c:51]([P:52]([Pd:53]([P:54]([c:55]2[cH:56][cH:57][cH:58][cH:59][cH:60]2)([c:61]2[cH:62][cH:63][cH:64][cH:65][cH:66]2)[c:67]2[cH:68][cH:69][cH:70][cH:71][cH:72]2)([P:73]([c:74]2[cH:75][cH:76][cH:77][cH:78][cH:79]2)([c:80]2[cH:81][cH:82][cH:83][cH:84][cH:85]2)[c:86]2[cH:87][cH:88][cH:89][cH:90][cH:91]2)[P:92]([c:93]2[cH:94][cH:95][cH:96][cH:97][cH:98]2)([c:99]2[cH:100][cH:101][cH:102][cH:103][cH:104]2)[c:105]2[cH:106][cH:107][cH:108][cH:109][cH:110]2)([c:111]2[cH:112][cH:113][cH:114][cH:115][cH:116]2)[c:117]2[cH:118][cH:119][cH:120][cH:121][cH:122]2)[cH:123][cH:124]1>>[c:2]1(-[c:33]2[s:34][c:35]3[c:36]([n:37]2)[cH:38][cH:39][cH:40][cH:41]3)[cH:3][c:4]([C:23](=[O:24])[O:25][CH3:26])[c:5]2[c:6]([cH:22]1)[O:7][C:8]([c:10]1[cH:11][cH:12][cH:13][cH:14][cH:15]1)([c:16]1[cH:17][cH:18][cH:19][cH:20][cH:21]1)[O:9]2.